Dataset: the Open Reaction Database (ORD), a public repository of structured organic reaction records. Task: describe an organic reaction: reactants, conditions, products, and yield The reactants are CC#N, O=C(O)c1ccc(O)c(F)c1, CCCI, [K+], [K+], O=C([O-])[O-]. The product is CCCOc1ccc(C(=O)O)cc1F. Reaction SMILES: [CH3:22][C:23]#[N:24].[F:1][c:2]1[cH:3][c:4]([C:5](=[O:6])[OH:7])[cH:8][cH:9][c:10]1[OH:11].[I:18][CH2:19][CH2:20][CH3:21].[K+:12].[K+:13].[O-:14][C:15]([O-:16])=[O:17]>>[F:1][c:2]1[cH:3][c:4]([C:5](=[O:6])[OH:7])[cH:8][cH:9][c:10]1[O:11][CH2:19][CH2:20][CH3:21]. Starting materials: Cl (HCl), [Cl-].[Al+3].[Cl-].[Cl-] (aluminum chloride), BrC1=CC=C(C=C1)OC (4-bromoanisole), C(C)(=O)Cl (acetyl chloride). Solvent: ClCCl (dichloromethane), ClCCl (dichloromethane). Reaction conditions: temperature 0 celsius, time 15 minute. Product: CC(=O)C1=C(C=CC(=C1)Br)OC (5-Bromo-2-methoxyacetophenone). Reaction SMILES: [Cl-].[Al+3].[Cl-].[Cl-].[Br:5][C:6]1[CH:11]=[CH:10][C:9]([O:12][CH3:13])=[CH:8][CH:7]=1.[C:14](Cl)(=[O:16])[CH3:15].Cl>ClCCl>[CH3:15][C:14]([C:10]1[CH:11]=[C:6]([Br:5])[CH:7]=[CH:8][C:9]=1[O:12][CH3:13])=[O:16] |f:0.1.2.3|. Reported procedure: To a slurry of 8.55 g (64.2 mmol) of aluminum chloride in 75 mL of dichloromethane cooled to 0° C. (under a blanket of argon) was added dropwise a solution of 10.0 g (53.5 mmol) of 4-bromoanisole and 4.6 mL (64.2 mmol) of acetyl chloride in 25 mL of dichloromethane. After the addition was complete, the clear yellow solution was stirred at 0° C. for 15 minutes, poured into 200 mL of 10% HCl (aq.) solution, cooled to 0° C. in an ice bath and then extracted with dichloromethane (3×200-mL portions).... Reactants: ClC=1C=CC2=C(C(=C(NS2(=O)=O)C(=O)OC)O)C1 (methyl 6-chloro-4-hydroxy-2H-1,2-benzothiazine-3-carboxylate-1,1-dioxide), CI (methyl iodide), [OH-].[Na+] (sodium hydroxide). Solvent: CO (methanol). Yields the product ClC=1C=CC2=C(C(=C(N(S2(=O)=O)C)C(=O)OC)O)C1 (methyl 6-chloro-4-hydroxy-2-methyl-2H-1, 2-benzothiazine-3-carboxylate-1,1-dioxide). Isolated yield 81.3%. As a reaction SMILES: [Cl:1][C:2]1[CH:3]=[CH:4][C:5]2[S:10](=[O:12])(=[O:11])[NH:9][C:8]([C:13]([O:15][CH3:16])=[O:14])=[C:7]([OH:17])[C:6]=2[CH:18]=1.[CH3:19]I.[OH-].[Na+]>CO>[Cl:1][C:2]1[CH:3]=[CH:4][C:5]2[S:10](=[O:11])(=[O:12])[N:9]([CH3:19])[C:8]([C:13]([O:15][CH3:16])=[O:14])=[C:7]([OH:17])[C:6]=2[CH:18]=1 |f:2.3|. Procedure details: 14.5 gm (50 millimols) of methyl 6-chloro-4-hydroxy-2H-1,2-benzothiazine-3-carboxylate-1,1-dioxide were reacted with 21.3 gm (150 millimols) of methyl iodide and 50 ml of 1N sodium hydroxide in 165 ml of methanol, yielding 12.35 gm (81% of theory) of methyl 6-chloro-4-hydroxy-2-methyl-2H-1, 2-benzothiazine-3-carboxylate-1,1-dioxide. Reactants: COC1=C(C=CC(=C1)OC)C(CC1=CC(=C(C=C1)OC)OC)=O (1-(2,4-dimethoxyphenyl)-2-(3,4-dimethoxyphenyl)ethanone), C=O (paraformaldehyde), Cl.CNC (dimethylamine hydrochloride), C([O-])([O-])=O.[Na+].[Na+] (sodium carbonate). Run in O1CCCC1 (tetrahydrofuran). The product is COC1=C(C=CC(=C1)OC)C(C(=C)C1=CC(=C(C=C1)OC)OC)=O (1-(2,4-dimethoxyphenyl)-2-(3,4-dimethoxyphenyl)prop-2-en-1-one). The yield is 50.6%. RXN SMILES: [CH3:1][O:2][C:3]1[CH:8]=[C:7]([O:9][CH3:10])[CH:6]=[CH:5][C:4]=1[C:11](=[O:23])[CH2:12][C:13]1[CH:18]=[CH:17][C:16]([O:19][CH3:20])=[C:15]([O:21][CH3:22])[CH:14]=1.C=O.Cl.[CH3:27]NC.C(=O)([O-])[O-].[Na+].[Na+]>O1CCCC1>[CH3:1][O:2][C:3]1[CH:8]=[C:7]([O:9][CH3:10])[CH:6]=[CH:5][C:4]=1[C:11](=[O:23])[C:12]([C:13]1[CH:18]=[CH:17][C:16]([O:19][CH3:20])=[C:15]([O:21][CH3:22])[CH:14]=1)=[CH2:27] |f:2.3,4.5.6|. Reported procedure: A mixture of Compound V (10.0 g, 31.6 mmol), paraformaldehyde (6.4 g), dimethylamine hydrochloride (9.4 g, 115 mmol) and sodium carbonate (13.3 g, 125 mmol) was dissolved in tetrahydrofuran (150 mL) and heated under reflux for 16 h. The reaction was cooled to room temperature, filtered and the filtrate was concentrated under reduced pressure to give a brown oil. Purification by column chromatography on silica gel 60, eluting with hexane/ethyl acetate (2:1 to 1:1) afforded Compound IV (5.3 g, 16 ...